This data is from the Open Reaction Database (ORD), a public repository of structured organic reaction records. The task is: describe an organic reaction: reactants, conditions, products, and yield The reactants are NCC=1C=C2COC(C2=CC1)(C1=CC=C(C=C1)F)CCCN(C)C (5-aminomethyl-1-(3-dimethylamino-propyl)-1-(4-fluoro-phenyl)-1,3-dihydro-isobenzofuran), S([O-])(O)(=O)=O.[K+] (potassium bisulfate), [OH-].[Na+] (sodium hydroxide). Reagents/catalysts: S(=O)(=O)([O-])[O-].[Ni+2] (nickel sulfate). Solvent: ClCCl (dichloromethane). Conditions: time 4 day. Product: CN(C)CCCC1(C=2C=CC(=CC2CO1)C#N)C=3C=CC(=CC3)F (citalopram), oil. Yield: 70.0%. Reaction SMILES: [NH2:1][CH2:2][C:3]1[CH:4]=[C:5]2[C:9](=[CH:10][CH:11]=1)[C:8]([CH2:19][CH2:20][CH2:21][N:22]([CH3:24])[CH3:23])([C:12]1[CH:17]=[CH:16][C:15]([F:18])=[CH:14][CH:13]=1)[O:7][CH2:6]2.S(=O)(=O)(O)[O-].[K+].[OH-].[Na+]>ClCCl.S([O-])([O-])(=O)=O.[Ni+2]>[CH3:23][N:22]([CH2:21][CH2:20][CH2:19][C:8]1([C:12]2[CH:13]=[CH:14][C:15]([F:18])=[CH:16][CH:17]=2)[O:7][CH2:6][C:5]2[CH:4]=[C:3]([C:2]#[N:1])[CH:11]=[CH:10][C:9]1=2)[CH3:24] |f:1.2,3.4,6.7|. Procedure details: To a stirred solution of 5-aminomethyl-1-(3-dimethylamino-propyl)-1-(4-fluoro-phenyl)-1,3-dihydro-isobenzofuran (0.5 g, 1.5 mmol) in dichloromethane (10 mL) was added an aqueous solution of potassium bisulfate and sodium hydroxide (19 mL; 0.2 M in K2S2O8, 3.8 mmol; 0.4 M in NaOH, 7.6 mmol), followed by an aqueous solution of nickel sulfate (1.5 mL, 40 mM, 61 μmol). The mixture was stirred vigorously for 4 days, and was then filtered through celite. The filtrate was partitioned between aqueous su... Reactants: CCSc1cc(C(F)(F)F)c(C(=O)OC)c(SCC)n1, C1COCCN1, CC#N, CCOC(C)=O, CCSc1nc(Cl)cc(C(F)(F)F)c1C(=O)OC, O. Yields the product CCSc1nc(N2CCOCC2)cc(C(F)(F)F)c1C(=O)OC. As a reaction SMILES: [CH2:19]([S:20][c:21]1[c:22]([C:23]([O:24][CH3:25])=[O:26])[c:27]([C:28]([F:29])([F:30])[F:31])[cH:32][c:33]([S:34][CH2:35][CH3:36])[n:37]1)[CH3:38].[CH2:39]1[CH2:40][O:41][CH2:42][CH2:43][NH:44]1.[CH3:45][C:46]#[N:47].[CH3:49][CH2:50][O:51][C:52]([CH3:53])=[O:54].[Cl:1][c:2]1[cH:3][c:4]([C:15]([F:16])([F:17])[F:18])[c:5]([C:11](=[O:12])[O:13][CH3:14])[c:6]([S:8][CH2:9][CH3:10])[n:7]1.[OH2:48]>>[c:2]1([N:44]2[CH2:39][CH2:40][O:41][CH2:42][CH2:43]2)[cH:3][c:4]([C:15]([F:16])([F:17])[F:18])[c:5]([C:11](=[O:12])[O:13][CH3:14])[c:6]([S:8][CH2:9][CH3:10])[n:7]1. Yield: 86.7%. Solvent: CO (methanol). As a reaction SMILES: [BH4-].[Na+].[C:3]1([CH2:9][C:10](=[O:12])[CH3:11])[CH:8]=[CH:7][CH:6]=[CH:5][CH:4]=1>CO>[C:3]1([CH2:9][CH:10]([OH:12])[CH3:11])[CH:8]=[CH:7][CH:6]=[CH:5][CH:4]=1 |f:0.1|. Procedure: Sodium borohydride (10.0 g) was added portionwise to an ice cold stirred solution of 1-phenylpropan-2-one (30.0 g) in methanol (500 ml). The mixture was stirred for 4 hours, evaporated and partitioned between water (100 ml) and chloroform (200 ml). The organic phase was dried (MgSO4) and evaporated to give the product as a colourless oil (26.4 g). Conditions: time 4 hour. Product: C1(=CC=CC=C1)CC(C)O (1-Phenylpropan-2-ol). Reactants: [BH4-].[Na+] (Sodium borohydride), ice, C1(=CC=CC=C1)CC(C)=O (1-phenylpropan-2-one). As a reaction SMILES: [Br:18][CH2:19][c:20]1[cH:21][cH:22][cH:23][cH:24][cH:25]1.[C:26](=[O:27])([O-:28])[O-:29].[CH3:32][N:33]([CH3:34])[CH:35]=[O:36].[K+:30].[K+:31].[OH2:37].[OH:1][c:2]1[n:3][n:4](-[c:12]2[cH:13][cH:14][cH:15][cH:16][cH:17]2)[cH:5][c:6]1[C:7](=[O:8])[O:9][CH2:10][CH3:11]>>[O:1]([c:2]1[n:3][n:4](-[c:12]2[cH:13][cH:14][cH:15][cH:16][cH:17]2)[cH:5][c:6]1[C:7](=[O:8])[O:9][CH2:10][CH3:11])[CH2:19][c:20]1[cH:21][cH:22][cH:23][cH:24][cH:25]1. Yields the product CCOC(=O)c1cn(-c2ccccc2)nc1OCc1ccccc1. The reactants are BrCc1ccccc1, O=C([O-])[O-], CN(C)C=O, [K+], [K+], O, CCOC(=O)c1cn(-c2ccccc2)nc1O. Starting materials: [H-].[Na+] (NaH), C(C#C)Br (propargyl bromide), C(C#C)Br (propargyl bromide), C(C1=CC=CC=C1)(C1=CC=CC=C1)(C1=CC=CC=C1)N(CCO)CCOCC1=CC=C(C=C1)C=1OC2=C(N1)C=CC=C2 (N-trityl-N-[2-(4-(benzoxazol-2-yl)benzyloxy)ethyl]-2-hydroxyethanamine), CN1CCCN(C1=O)C (DMPU), [H-].[Na+] (NaH). The solvent is C1(=CC=CC=C1)C (toluene), C1CCOC1 (THF). Run at temperature 0 celsius, time 1 minute. Yields the product C(C1=CC=CC=C1)(C1=CC=CC=C1)(C1=CC=CC=C1)N(CCOCC#C)CCOCC1=CC=C(C=C1)C=1OC2=C(N1)C=CC=C2 (N-trityl-N-[2-(4-(benzoxazol-2-yl)benzyloxy)ethyl]-2-(prop-2-ynyloxy)ethanamine). Reaction SMILES: [C:1]([N:20]([CH2:24][CH2:25][O:26][CH2:27][C:28]1[CH:33]=[CH:32][C:31]([C:34]2[O:35][C:36]3[CH:42]=[CH:41][CH:40]=[CH:39][C:37]=3[N:38]=2)=[CH:30][CH:29]=1)[CH2:21][CH2:22][OH:23])([C:14]1[CH:19]=[CH:18][CH:17]=[CH:16][CH:15]=1)([C:8]1[CH:13]=[CH:12][CH:11]=[CH:10][CH:9]=1)[C:2]1[CH:7]=[CH:6][CH:5]=[CH:4][CH:3]=1.[H-].[Na+].CN1C(=O)N(C)[CH2:49][CH2:48][CH2:47]1.C(Br)C#C>C1COCC1.C1(C)C=CC=CC=1>[C:1]([N:20]([CH2:24][CH2:25][O:26][CH2:27][C:28]1[CH:29]=[CH:30][C:31]([C:34]2[O:35][C:36]3[CH:42]=[CH:41][CH:40]=[CH:39][C:37]=3[N:38]=2)=[CH:32][CH:33]=1)[CH2:21][CH2:22][O:23][CH2:49][C:48]#[CH:47])([C:14]1[CH:15]=[CH:16][CH:17]=[CH:18][CH:19]=1)([C:8]1[CH:9]=[CH:10][CH:11]=[CH:12][CH:13]=1)[C:2]1[CH:7]=[CH:6][CH:5]=[CH:4][CH:3]=1 |f:1.2|. Reported procedure: Dry N-trityl-N-[2-(4-(benzoxazol-2-yl)benzyloxy)ethyl]-2-hydroxyethanamine (8.7 g; 15.7 mmol) is dissolved in THF (50 ml). NaH (1 g; 25 mmol) is added and stirred vigorously at 0° C. for 1 minute then brought to room temperature for 45 minutes. DMPU [1,3-dimethyl-3,4,5,6-tetrahydro-2(1H)pyrimidinone] (5 ml) is added followed by propargyl bromide (80 wt %/toluene; 2.1 ml) and stirred for 48 hours. To this is added 0.6 g NaH and 1.5 ml propargyl bromide. After stirring vigorously, an additional 48... Starting materials: C1(=CC=CC=C1)C[Mg]Cl (PhCH2MgCl), [I-].C[N+]1=C(C=C(C=C1)C)C (1,2,4-trimethyl-pyridinium iodide), ice, HClO4, ice. Solvent: CCOCC (Et2O). Conditions: time 1 hour. The product is HClO4, C(C1=CC=CC=C1)C1N(C(=CC(=C1)C)C)C (2-Benzyl-1,4,6-trimethyl-1,2-dihydro-pyridine). RXN SMILES: [C:1]1([CH2:7][Mg]Cl)[CH:6]=[CH:5][CH:4]=[CH:3][CH:2]=1.[I-].[CH3:11][N+:12]1[CH:17]=[CH:16][C:15]([CH3:18])=[CH:14][C:13]=1[CH3:19]>CCOCC>[CH2:7]([CH:17]1[CH:16]=[C:15]([CH3:18])[CH:14]=[C:13]([CH3:19])[N:12]1[CH3:11])[C:1]1[CH:6]=[CH:5][CH:4]=[CH:3][CH:2]=1 |f:1.2|. Procedure: PhCH2MgCl (1 M in Et2O, 180 mL) is added dropwise to a solution of 1,2,4-trimethyl-pyridinium iodide (24.3 g) in Et2O(90 mL) chilled in an ice bath. After stirring in the ice bath for 2 h, the solution is poured into a mixture of 72% aqueous HClO4 (40 mL) and crushed ice (ca. 900 mL). The resulting mixture is stirred for 1 h and the precipitate formed is separated by filtration. The precipitate is washed with methanol and dried to afford the HClO4 salt of the title compound. Reactants: Cl (hydrochloric acid), P(=O)(O)(O)[O-].[Na+] (Sodium dihydrogenphosphate), Cl(=O)[O-].[Na+] (sodium chlorite), CC(C)=CC (2-methyl-2-butene), FC1=C(C=C(C=C1)OC)C1=C(C=C(C=C1)OCC=1C=C(C=CC1)C(CC(=O)OCC)CC=O)CC(C)(C)C (ethyl 3-(3-(((2′-fluoro-5′-methoxy-2-neopentyl-[1,1′-biphenyl]-4-yl)oxy)methyl)phenyl)-5-oxopentanoate). Run in O (water), CC(C)(C)O (2-methyl-2-propanol). Reaction conditions: time 1 hour. Yields the product C(C)OC(CC(CC(=O)O)C1=CC(=CC=C1)COC1=CC(=C(C=C1)C1=C(C=CC(=C1)OC)F)CC(C)(C)C)=O (5-ethoxy-3-(3-(((2′-fluoro-5′-methoxy-2-neopentyl-[1,1′-biphenyl]-4-yl)oxy)methyl)phenyl)-5-oxopentanoic acid). As a reaction SMILES: P([O-])(O)(O)=O.[Na+].Cl([O-])=[O:8].[Na+].CC(=CC)C.[F:16][C:17]1[CH:22]=[CH:21][C:20]([O:23][CH3:24])=[CH:19][C:18]=1[C:25]1[CH:30]=[CH:29][C:28]([O:31][CH2:32][C:33]2[CH:34]=[C:35]([CH:39]([CH2:46][CH:47]=[O:48])[CH2:40][C:41]([O:43][CH2:44][CH3:45])=[O:42])[CH:36]=[CH:37][CH:38]=2)=[CH:27][C:26]=1[CH2:49][C:50]([CH3:53])([CH3:52])[CH3:51].Cl>O.CC(O)(C)C>[CH2:44]([O:43][C:41](=[O:42])[CH2:40][CH:39]([C:35]1[CH:36]=[CH:37][CH:38]=[C:33]([CH2:32][O:31][C:28]2[CH:29]=[CH:30][C:25]([C:18]3[CH:19]=[C:20]([O:23][CH3:24])[CH:21]=[CH:22][C:17]=3[F:16])=[C:26]([CH2:49][C:50]([CH3:52])([CH3:51])[CH3:53])[CH:27]=2)[CH:34]=1)[CH2:46][C:47]([OH:8])=[O:48])[CH3:45] |f:0.1,2.3|. Procedure: Sodium dihydrogenphosphate (230 mg), sodium chlorite (174 mg) and 2-methyl-2-butene (339 μL) were successively added to a mixture of ethyl 3-(3-(((2′-fluoro-5′-methoxy-2-neopentyl-[1,1′-biphenyl]-4-yl)oxy)methyl)phenyl)-5-oxopentanoate, 2-methyl-2-propanol (4 mL) and water (1 mL), and the mixture was stirred at room temperature for 1 hr. To the reaction mixture was added 1N hydrochloric acid at room temperature, and the mixture was extracted with ethyl acetate. The extract was washed with water ... Run in CCCCCC (hexane), C1CCOC1 (THF), O1CCCC1 (tetrahydrofuran), CCCCCC.C(C)OCC (hexane ethyl ether). Reported procedure: Under anhydrous conditions, under a nitrogen atmosphere 5.31 ml. of 1.6 molar n-butyllithium in hexane is charged to a flask containing 80 ml. dry tetrahydrofuran at -78° C. A solution of 1.2 ml. (8.48 mg., 8.4 mmole) freshly distilled diisopropylamine is added dropwise and the resulting mixture stirred at -78° C. for three hours. Then a solution of 3.1 g. (6.85 mmole) methyl 5-benzyloxy-2,2-dimethyl-7-(1,1-dimethylheptyl)-3,4-dihydro-2H-benzopyran-4-carboxylate (Example 88, Part B) in 10 ml. TH... Yields the product C(C1=CC=CC=C1)OC1=CC(=CC2=C1C(CC(O2)(C)C)(C(=O)OC)CC(=O)OCC)C(CCCCCC)(C)C (5-Benzyloxy-4-ethoxycarbonylmethyl-4-methoxycarbonyl-2,2-dimethyl-7-(1,1-dimethylheptyl)-3,4-dihydro-2H-benzopyran). Conditions: temperature -78 celsius, time 3 hour. Starting materials: BrCC(=O)OCC (ethyl bromoacetate), C(CCC)[Li] (n-butyllithium), diester, C(C)(C)NC(C)C (diisopropylamine), C(C1=CC=CC=C1)OC1=CC(=CC2=C1C(CC(O2)(C)C)C(=O)O)C(CCCCCC)(C)C (5-Benzyloxy-2,2-dimethyl-7-(1,1-dimethylheptyl)-3,4-dihydro-2H-benzopyran-4-carboxylic acid). RXN SMILES: [CH2:1]([Li])CCC.C(NC(C)C)(C)C.[CH2:13]([O:20][C:21]1[C:26]2[CH:27]([C:33]([OH:35])=[O:34])[CH2:28][C:29]([CH3:32])([CH3:31])[O:30][C:25]=2[CH:24]=[C:23]([C:36]([CH3:44])([CH3:43])[CH2:37][CH2:38][CH2:39][CH2:40][CH2:41][CH3:42])[CH:22]=1)[C:14]1[CH:19]=[CH:18][CH:17]=[CH:16][CH:15]=1.Br[CH2:46][C:47]([O:49][CH2:50][CH3:51])=[O:48]>CCCCCC.CCCCCC.C(OCC)C.C1COCC1>[CH2:13]([O:20][C:21]1[C:26]2[C:27]([CH2:46][C:47]([O:49][CH2:50][CH3:51])=[O:48])([C:33]([O:35][CH3:1])=[O:34])[CH2:28][C:29]([CH3:32])([CH3:31])[O:30][C:25]=2[CH:24]=[C:23]([C:36]([CH3:43])([CH3:44])[CH2:37][CH2:38][CH2:39][CH2:40][CH2:41][CH3:42])[CH:22]=1)[C:14]1[CH:15]=[CH:16][CH:17]=[CH:18][CH:19]=1 |f:5.6|.